This data is from the Open Reaction Database (ORD), a public repository of structured organic reaction records. The task is: describe an organic reaction: reactants, conditions, products, and yield Reactants: FC1=C(C(=O)C2=C(C#N)C=C(C(=C2[N+](=O)[O-])O)O)C=CC=C1 (2-(2-fluorobenzoyl)-4,5-dihydroxy-3-nitrobenzonitrile), FC1=C(C(=O)C2=C(C#N)C=C(C(=C2[N+](=O)[O-])O)O)C=CC=C1 (2-(2-fluorobenzoyl)-4,5-dihydroxy-3-nitrobenzonitrile), C(OCC)(=O)Cl (ethyl chloro-carbonate), CN(C=O)C (N,N-dimethylforamide), O (Water). The solvent is C(C)(=O)OCC (ethyl acetate). Run at temperature 50 celsius, time 3 hour. Product: C(C)OC(=O)OC=1C(=C(C(=C(C#N)C1)C(C1=C(C=CC=C1)F)=O)[N+](=O)[O-])O (5-Ethoxycarbonyloxy-2-(2-fluorobenzoyl)-4-hydroxy-3-nitro-benzonitrile). Yield: 69.2%. RXN SMILES: [F:1][C:2]1[CH:22]=[CH:21][CH:20]=[CH:19][C:3]=1[C:4]([C:6]1[C:13]([N+:14]([O-:16])=[O:15])=[C:12]([OH:17])[C:11]([OH:18])=[CH:10][C:7]=1[C:8]#[N:9])=[O:5].[C:23](Cl)(=[O:27])[O:24][CH2:25][CH3:26].CN(C)C=O.O>C(OCC)(=O)C>[CH2:25]([O:24][C:23]([O:18][C:11]1[C:12]([OH:17])=[C:13]([N+:14]([O-:16])=[O:15])[C:6]([C:4](=[O:5])[C:3]2[CH:19]=[CH:20][CH:21]=[CH:22][C:2]=2[F:1])=[C:7]([CH:10]=1)[C:8]#[N:9])=[O:27])[CH3:26]. Reported procedure: A mixture of 2-(2-fluorobenzoyl)-4,5-dihydroxy-3-nitrobenzonitrile (compound 1-29) (70 mg), ethyl chloro-carbonate (30 mg) and N,N-dimethylforamide (1 mL) was stirred at 50° C. for 3 hours. Water and ethyl acetate were added to the mixture. The organic layer was washed with water, and dried over anhydrous magnesium sulfate, and concentrated under reduced pressure. The residue was purified by silica gel column chromatography (eluent: 50-100% ethyl acetate/hexane, gradient elution) to give the tit... Starting materials: [H-].[Na+] (sodium hydride), C(CCC)OC1=C(N(C(C2=CC=C(C=C12)F)=O)CC(C)C)C(=O)OCC (ethyl 4-butoxy-6-fluoro-2-isobutyl-1-oxo-1,2-dihydro-3-isoquinolinecarboxylate), [OH-].[Na+] (sodium hydroxide), Cl (hydrochloric acid), Cl (hydrochloric acid). Run in C(C1=CC=CC=C1)O (benzyl alcohol), O1CCCC1 (tetrahydrofuran), C(C)O (ethanol), O (water). Run at temperature 150 celsius, time 12 hour. Yields the product C(C1=CC=CC=C1)OC=1C=C2C(=C(N(C(C2=CC1)=O)CC(C)C)C(=O)O)OCCCC (6-benzyloxy-4-butoxy-2-isobutyl-1-oxo-1,2-dihydro-3-isoquinolinecarboxylic acid). Isolated yield 176.1%. Reaction SMILES: [CH2:1]([O:5][C:6]1[C:15]2[C:10](=[CH:11][CH:12]=[C:13](F)[CH:14]=2)[C:9](=[O:17])[N:8]([CH2:18][CH:19]([CH3:21])[CH3:20])[C:7]=1[C:22]([O:24]CC)=[O:23])[CH2:2][CH2:3][CH3:4].[OH-:27].[Na+].Cl.[H-].[Na+]>O1CCCC1.C(O)C.C(O)C1C=CC=CC=1.O>[CH2:9]([O:27][C:13]1[CH:14]=[C:15]2[C:10](=[CH:11][CH:12]=1)[C:9](=[O:17])[N:8]([CH2:18][CH:19]([CH3:21])[CH3:20])[C:7]([C:22]([OH:24])=[O:23])=[C:6]2[O:5][CH2:1][CH2:2][CH2:3][CH3:4])[C:10]1[CH:15]=[CH:14][CH:13]=[CH:12][CH:11]=1 |f:1.2,4.5|. Procedure details: To a solution of ethyl 4-butoxy-6-fluoro-2-isobutyl-1-oxo-1,2-dihydro-3-isoquinolinecarboxylate (9.09 g, 25 mmol) in tetrahydrofuran (30 mL) and ethanol (30 mL) was added sodium hydroxide (3.00 g, 75 mmol). The obtained mixture was refluxed under heating for 12 h. The reaction mixture was poured into water, acidified with 1N hydrochloric acid and extracted with ethyl acetate. The extract was washed with brine, dried over anhydrous magnesium sulfate and concentrated under reduced pressure. The re...